From a dataset of the Open Reaction Database (ORD), a public repository of structured organic reaction records. describe an organic reaction: reactants, conditions, products, and yield Starting materials: O=C(OO)c1cccc(Cl)c1, ClCCl, c1cnc2[nH]ccc2c1. The product is [O-][n+]1cccc2cc[nH]c21. As a reaction SMILES: [Cl:10][c:11]1[cH:12][c:13]([C:18](=[O:15])[O:19][OH:20])[cH:14][cH:16][cH:17]1.[Cl:21][CH2:22][Cl:23].[nH:1]1[cH:2][cH:3][c:4]2[c:5]1[n:6][cH:7][cH:8][cH:9]2>>[nH:1]1[cH:2][cH:3][c:4]2[c:5]1[n+:6]([O-:15])[cH:7][cH:8][cH:9]2.